Dataset: the Open Reaction Database (ORD), a public repository of structured organic reaction records. Task: describe an organic reaction: reactants, conditions, products, and yield Yields the product CCC(=O)c1ccc(=O)[nH]c1CC. Reactants: CCC(=O)c1cc(C(=O)O)c(=O)[nH]c1CC, CCO. RXN SMILES: [CH2:1]([CH3:2])[c:3]1[nH:4][c:5](=[O:16])[c:6]([C:7]([OH:8])=[O:9])[cH:10][c:11]1[C:12]([CH2:13][CH3:14])=[O:15].[CH3:17][CH2:18][OH:19]>>[CH2:1]([CH3:2])[c:3]1[nH:4][c:5](=[O:16])[cH:6][cH:10][c:11]1[C:12]([CH2:13][CH3:14])=[O:15]. Starting materials: CC1=CC=C(C=C1)C(C1=C(C=CC=C1)N1CCCCC1)NC(=O)CC1=CC=C(C(=O)OCC)C=C1 (ethyl 4-{N-[α-(4-methyl-phenyl)-2-piperidino-benzyl]-aminocarbonylmethyl}-benzoate), [H-].[Al+3].[Li+].[H-].[H-].[H-] (lithium aluminium hydride), [OH-].[Na+] (sodium hydroxide). Run in O1CCCC1 (tetrahydrofuran). Reaction conditions: time 30 minute. Yields the product CC1=CC=C(C=C1)C(C1=C(C=CC=C1)N1CCCCC1)NC(=O)CC1=CC=C(CO)C=C1 (4-{N-[α-(4-Methyl-phenyl)-2-piperidino-benzyl]-aminocarbonylmethyl}-benzyl alcohol). As a reaction SMILES: [CH3:1][C:2]1[CH:7]=[CH:6][C:5]([CH:8]([NH:21][C:22]([CH2:24][C:25]2[CH:35]=[CH:34][C:28]([C:29](OCC)=[O:30])=[CH:27][CH:26]=2)=[O:23])[C:9]2[CH:14]=[CH:13][CH:12]=[CH:11][C:10]=2[N:15]2[CH2:20][CH2:19][CH2:18][CH2:17][CH2:16]2)=[CH:4][CH:3]=1.[H-].[Al+3].[Li+].[H-].[H-].[H-].[OH-].[Na+]>O1CCCC1>[CH3:1][C:2]1[CH:7]=[CH:6][C:5]([CH:8]([NH:21][C:22]([CH2:24][C:25]2[CH:26]=[CH:27][C:28]([CH2:29][OH:30])=[CH:34][CH:35]=2)=[O:23])[C:9]2[CH:14]=[CH:13][CH:12]=[CH:11][C:10]=2[N:15]2[CH2:20][CH2:19][CH2:18][CH2:17][CH2:16]2)=[CH:4][CH:3]=1 |f:1.2.3.4.5.6,7.8|. Procedure: Two and one-half grams (5.3 m mol) of ethyl 4-{N-[α-(4-methyl-phenyl)-2-piperidino-benzyl]-aminocarbonylmethyl}-benzoate were added in batches to a suspension of 0.5 gm (13.2 m mol) of lithium aluminium hydride in 50 ml of absolute tetrahydrofuran. The mixture was stirred for a further 30 minutes at ambient temperature, decomposed by the dropwise addition of 4N sodium hydroxide solution, and filtered to remove the sodium aluminate formed. The filtrate was concentrated by evaporation, and the res... Starting materials: C(#N)C=1C=C(C=CC1)C(CC(=O)[O-])O (3-(cyano)-beta-(hydroxy)benzenepropanoate), [I-].[K+] (potassium iodide), CC(=O)C (acetone), C1=CC(=CC=C1CBr)C#N (a-bromo p-tolunitrile), C([O-])([O-])=O.[Cs+].[Cs+] (cesium carbonate). The solvent is C(C)(=O)OCC (ethyl acetate). Product: C(#N)C=1C=C(C=CC1)C(CC(=O)OCC)OCC1=CC=C(C=C1)C#N (ethyl 3-(cyano)-beta-[(4cyanophenyl)methoxy]benzenepropanoate). Yield: 50.0%. RXN SMILES: [C:1]([C:3]1[CH:4]=[C:5]([CH:9]([OH:14])[CH2:10][C:11]([O-:13])=[O:12])[CH:6]=[CH:7][CH:8]=1)#[N:2].[CH:15]1[C:20]([CH2:21]Br)=[CH:19][CH:18]=[C:17]([C:23]#[N:24])[CH:16]=1.C(=O)([O-])[O-].[Cs+].[Cs+].[I-].[K+].[CH3:33][C:34](C)=O>C(OCC)(=O)C>[C:1]([C:3]1[CH:4]=[C:5]([CH:9]([O:14][CH2:21][C:20]2[CH:19]=[CH:18][C:17]([C:23]#[N:24])=[CH:16][CH:15]=2)[CH2:10][C:11]([O:13][CH2:33][CH3:34])=[O:12])[CH:6]=[CH:7][CH:8]=1)#[N:2] |f:2.3.4,5.6|. Procedure details: Part B. The 3-(cyano)-beta-(hydroxy)benzenepropanoate (0.33 gm, 1.51 mmol), a-bromo p-tolunitrile (0.59 gm, 3.0 mmol), cesium carbonate (0.74 gm, 2.26 mmol) and catalytic amount of potassium iodide were combined in 10 mLs acetone under a nitrogen atmosphere. The reaction was heated to reflux for 21/2 days, allowed to cool, was diluted with ethyl acetate and the solids were filtered off. The filtrate was concentrated to give a crude yellow oil. The product was purified by flash chromatography on ... The reactants are [N+](=[N-])=C (diazomethane), O=C1C2CC3(CC(CC1C3)C2)NC(OC(C)(C)C)=O (tert-Butyl (4-oxoadamantan-1-yl)carbamate), [OH-].[K+] (KOH). The solvent is CO (MeOH), O (water). The product is O=C1C2CC3(CC(CC(C1)C3)C2)NC(OC(C)(C)C)=O (tert-butyl (4-oxotricyclo[4.3.1.13,8]undecan-1-yl)carbamate). The yield is 90.0%. As a reaction SMILES: [N+](=[CH2:3])=[N-].[O:4]=[C:5]1[CH:12]2[CH2:13][C:8]3([NH:15][C:16](=[O:22])[O:17][C:18]([CH3:21])([CH3:20])[CH3:19])[CH2:9][CH:10]([CH2:14][CH:6]1[CH2:7]3)[CH2:11]2.[OH-].[K+]>CO.O>[O:4]=[C:5]1[CH2:3][CH:6]2[CH2:7][C:8]3([NH:15][C:16](=[O:22])[O:17][C:18]([CH3:20])([CH3:19])[CH3:21])[CH2:9][CH:10]([CH2:11][CH:12]1[CH2:13]3)[CH2:14]2 |f:2.3|. Procedure details: A solution of diazomethane (Diazald, 3.97 mmol) was added dropwise to a cold (0° C.) solution of ketone 1C (0.886 mmol) and KOH (40 mmol) in MeOH (10 mL) and water (2 mL) over a period of 3 h. The reaction mixture was allowed to warm to rt and was maintained for 16 h. The resulting white-grey suspension was concentrated and the residue was partitioned between water (10 mL) and DCM (10 mL). The layers were separated and the aqueous layer was extracted with DCM (2×10 mL). The combined organic extr... The reactants are COC=1C=C(C=O)C=C(C1OC)OC (3,4,5-Trimethoxybenzaldehyde), [C-]#N.[K+] (potassium cyanide), C[Si](C)(C)Cl (trimethylsilyl chloride). The reagents and catalysts are [I-].[Zn+2].[I-] (zinc (II) iodide). Solvent: C(C)#N (acetonitrile). Product: COC=1C=C(C=C(C1OC)OC)C(C#N)O[Si](C)(C)C ((3,4,5-trimethoxyphenyl)(trimethylsilyloxy)acetonitrile). Reaction SMILES: [CH3:1][O:2][C:3]1[CH:4]=[C:5]([CH:8]=[C:9]([O:13][CH3:14])[C:10]=1[O:11][CH3:12])[CH:6]=[O:7].[C-:15]#[N:16].[K+].[CH3:18][Si:19](Cl)([CH3:21])[CH3:20]>[I-].[Zn+2].[I-].C(#N)C>[CH3:14][O:13][C:9]1[CH:8]=[C:5]([CH:6]([O:7][Si:19]([CH3:21])([CH3:20])[CH3:18])[C:15]#[N:16])[CH:4]=[C:3]([O:2][CH3:1])[C:10]=1[O:11][CH3:12] |f:1.2,4.5.6|. Procedure details: 3,4,5-Trimethoxybenzaldehyde, acetonitrile, potassium cyanide, zinc (II) iodide and trimethylsilyl chloride are treated in the same manners as in the above procedure (1-a) to give (3,4,5-trimethoxyphenyl)(trimethylsilyloxy)acetonitrile as oily product. Starting materials: CC=1N=CC2=CC=CC(=C2C1)CC(=O)O ((3-methyl-5-isoquinolinyl)acetic acid), C20H17F3N2O, FC(C1=CC=C(CN)C=C1)(F)F (4-(trifluoromethyl)benzylamine), FC(OC1=CC=C(CN)C=C1)(F)F (4-(trifluoromethoxy)benzylamine). The product is CC=1N=CC2=CC=CC(=C2C1)CC(=O)NCC1=CC=C(C=C1)C(F)(F)F (2-(3-methyl-5-isoquinolinyl)-N-[4-(trifluoromethyl)benzyl]acetamide). As a reaction SMILES: [CH3:1][C:2]1[N:3]=[CH:4][C:5]2[C:10]([CH:11]=1)=[C:9]([CH2:12][C:13]([OH:15])=O)[CH:8]=[CH:7][CH:6]=2.[F:16][C:17]([F:27])([F:26])[C:18]1[CH:25]=[CH:24][C:21]([CH2:22][NH2:23])=[CH:20][CH:19]=1.FC(F)(F)OC1C=CC(CN)=CC=1>>[CH3:1][C:2]1[N:3]=[CH:4][C:5]2[C:10]([CH:11]=1)=[C:9]([CH2:12][C:13]([NH:23][CH2:22][C:21]1[CH:20]=[CH:19][C:18]([C:17]([F:16])([F:26])[F:27])=[CH:25][CH:24]=1)=[O:15])[CH:8]=[CH:7][CH:6]=2. Procedure details: The title compound was prepared using the procedure described in Example 222B using (3-methyl-5-isoquinolinyl)acetic acid and 4-(trifluoromethyl)benzylamine instead of 5-isoquinolinylacetic acid and 4-(trifluoromethoxy)benzylamine. MS (ESI+) m/z 359 (M+H)+; MS (ESI−) m/z 357 (M−H)−; 1H NMR (DMSO, 300 MHz) δ 2.77 (s, 3H), 4.12 (s, 2H), 4.37 (d, J 6.1, 2H), 7.47 (d, J 7.8, 2H), 7.68 (d, J 8.1, 2H), 7.86 (t, J 7.4, 1H), 8.03 (d, J 6.4, 1H), 8.36 (m, 2H), 9.03 (t, J 5.8, 1H), 9.77 (s, 1H); Anal. Cal...